From a dataset of the Open Reaction Database (ORD), a public repository of structured organic reaction records. describe an organic reaction: reactants, conditions, products, and yield Starting materials: CC(C)(C)n1ncc(C#N)c1N, [K+], [OH-], O, OO. The product is CC(C)(C)n1ncc(C(N)=O)c1N. RXN SMILES: [C:5]([CH3:6])([CH3:7])([CH3:8])[n:9]1[n:10][cH:11][c:12]([C:15]#[N:16])[c:13]1[NH2:14].[K+:2].[OH-:1].[OH2:17].[OH:3][OH:4]>>[O:1]=[C:15]([c:12]1[cH:11][n:10][n:9]([C:5]([CH3:6])([CH3:7])[CH3:8])[c:13]1[NH2:14])[NH2:16]. The reactants are OC(C(CC1=CC=CC=C1)NC(C1=C(N=CC=C1)N1N=C(C=C1)C1=CC=CC=C1)=O)C(=O)NOC (N-(3-hydroxy-4-(methoxyamino)-4-oxo-1-phenylbutan-2-yl)-2-(3-phenyl-1H-pyrazol-1-yl)nicotinamide), saturated solution, I(=O)(=O)C1=C(C(=O)O)C=CC=C1 (2-iodoxybenzoic acid), I(=O)(=O)C1=C(C(=O)O)C=CC=C1 (2-iodoxybenzoic acid), I(=O)(=O)C1=C(C(=O)O)C=CC=C1 (2-iodoxybenzoic acid), C(=O)(O)[O-].[Na+] (NaHCO3). Solvent: CO (methanol), ClCCl (dichloromethane), O (water), C(Cl)Cl (CH2Cl2), CS(=O)C (DMSO). Run at time 8 hour. The product is CONC(C(C(CC1=CC=CC=C1)NC(C1=C(N=CC=C1)N1N=C(C=C1)C1=CC=CC=C1)=O)=O)=O (N-(4-(Methoxyamino)-3,4-dioxo-1-phenylbutan-2-yl)-2-(3-phenyl-1H-pyrazol-1-yl)nicotinamide). Yield: 95.4%. RXN SMILES: [OH:1][CH:2]([C:31]([NH:33][O:34][CH3:35])=[O:32])[CH:3]([NH:11][C:12](=[O:30])[C:13]1[CH:18]=[CH:17][CH:16]=[N:15][C:14]=1[N:19]1[CH:23]=[CH:22][C:21]([C:24]2[CH:29]=[CH:28][CH:27]=[CH:26][CH:25]=2)=[N:20]1)[CH2:4][C:5]1[CH:10]=[CH:9][CH:8]=[CH:7][CH:6]=1.I(C1C=CC=CC=1C(O)=O)(=O)=O.C([O-])(O)=O.[Na+]>CS(C)=O.ClCCl.O.CO>[CH3:35][O:34][NH:33][C:31](=[O:32])[C:2](=[O:1])[CH:3]([NH:11][C:12](=[O:30])[C:13]1[CH:18]=[CH:17][CH:16]=[N:15][C:14]=1[N:19]1[CH:23]=[CH:22][C:21]([C:24]2[CH:25]=[CH:26][CH:27]=[CH:28][CH:29]=2)=[N:20]1)[CH2:4][C:5]1[CH:6]=[CH:7][CH:8]=[CH:9][CH:10]=1 |f:2.3|. Reported procedure: To a solution of N-(3-hydroxy-4-(methoxyamino)-4-oxo-1-phenylbutan-2-yl)-2-(3-phenyl-1H-pyrazol-1-yl)nicotinamide (2000 mg, 4.24 mmol) in DMSO (25 ml) at 20° C. 2-iodoxybenzoic acid (IBX) (3959 mg, 6.36 mmol) was added. More IBX (400 mg, 0.643 mmol) was added 2 times over an interval of 2 h, the mixture was stirred overnight, another 500 mg of IBX were added and stirring was continued. After the reaction was completed (tlc: CH2Cl2+5% (v/v) methanol) 100 ml of a saturated solution of NaHCO3 was a... Product: CCCCCCCC/C=C\CCCCCCCCOCCO (Emulphor). Reaction SMILES: [C:1]([OH:20])(=O)[CH2:2][CH2:3][CH2:4][CH2:5][CH2:6][CH2:7][CH2:8]/[CH:9]=[CH:10]\[CH2:11][CH2:12][CH2:13][CH2:14][CH2:15][CH2:16][CH2:17][CH3:18].[C:21](O)(=[O:39])[CH2:22]CCCCCC/C=C/CCCCCCCC.C(O)(=O)CCCCCCC/C=C\C/C=C\CCCCC.C(O)(=O)CCCCCCC/C=C\C[C@@H](CCCCCC)O.C(Cl)C(OC(N)=O)CCl>O>[CH3:18][CH2:17][CH2:16][CH2:15][CH2:14][CH2:13][CH2:12][CH2:11]/[CH:10]=[CH:9]\[CH2:8][CH2:7][CH2:6][CH2:5][CH2:4][CH2:3][CH2:2][CH2:1][O:20][CH2:22][CH2:21][OH:39]. The reactants are fatty acids, Castor oil, ester, C(CCCCCCC\C=C/C[C@H](O)CCCCCC)(=O)O (ricinoleic acid), C(C(CCl)OC(=O)N)Cl (Ethoxylated castor oil), C(CCCCCCC\C=C\CCCCCCCC)(=O)O (elaidic acid), C(CCCCCCC\C=C/C\C=C/CCCCC)(=O)O (linoleic acid), esters, oxyalkylated esters, fatty acids, di- and tri-glyceride, castor oil, C(CCCCCCC\C=C/C[C@H](O)CCCCCC)(=O)O (ricinoleic acid), C(C(CCl)OC(=O)N)Cl (ethoxylated castor oil), esters, glyceride, glycerides, CCCCC/C=C\C/C=C\CCCCCCCC(=O)O (linoleic), C(CCCCCCC\C=C/CCCCCCCC)(=O)O (oleic acid), glyceride, C(CCCCCCC\C=C/C[C@H](O)CCCCCC)(=O)O (ricinoleic acid), fatty acids, glyceride, oxyethylated esters, ester. The solvent is O (water), fatty acids. Reported procedure: Surface-active dispersing agents in the form of oxyalkylated esters of unsaturated higher fatty acids are preferred. Oxymethylated and/or oxyethylated esters are especially preferred. In this, case, a glyceride type ester is preferred. This ester can be a mono-, di- and tri-glyceride. The oxyalkylated forms of the esters which can be used in accordance with the invention are obtained, in particular, from esters of unsaturated higher fatty acids which can undergo an oxyalkylation, particularly an...